Task: describe an organic reaction: reactants, conditions, products, and yield. Dataset: the Open Reaction Database (ORD), a public repository of structured organic reaction records Reactants: NCC=1C(=NC=CC1)N(S(=O)(=O)C)C (N-(3-Aminomethyl-pyridin-2-yl)-N-methyl-methanesulfonamide), C(C)(C)N(CC)C(C)C (diisopropyl ethylamine), ClC1=NC(=NC=C1C(F)(F)F)NC1=CC=2C3CCCC(C2C=C1)S3(=O)=O ((+/−) (4-Chloro-5-trifluoromethyl-pyrimidin-2-yl)-(12,12-dioxo-12λ6-thia-tricyclo[6.3.1.02.7]dodeca-2(7),3,5-trien-4-yl)-amine). Solvent: CC(C)(C)O.ClC(C)Cl (t-BuOH dichloroethane). Reaction conditions: temperature 85 celsius, time 2 hour. Product: O=S1(C2C=3C=C(C=CC3C1CCC2)NC2=NC=C(C(=N2)NCC=2C(=NC=CC2)N(S(=O)(=O)C)C)C(F)(F)F)=O ((+/−) N-(3-{[2-(12,12-Dioxo-12λ6-thia-tricyclo[6.3.1.02.7]dodeca-2(7),3,5-trien-4-ylamino)-5-trifluoromethyl-pyrimidin-4-ylamino]-methyl}-pyridin-2-yl)-N-methyl-methanesulfonamide). Yield: 17.7%. RXN SMILES: Cl[C:2]1[C:7]([C:8]([F:11])([F:10])[F:9])=[CH:6][N:5]=[C:4]([NH:12][C:13]2[CH:23]=[CH:22][C:21]3[CH:20]4[S:24](=[O:26])(=[O:25])[CH:16]([CH2:17][CH2:18][CH2:19]4)[C:15]=3[CH:14]=2)[N:3]=1.[NH2:27][CH2:28][C:29]1[C:30]([N:35]([CH3:40])[S:36]([CH3:39])(=[O:38])=[O:37])=[N:31][CH:32]=[CH:33][CH:34]=1.C(N(C(C)C)CC)(C)C>CC(O)(C)C.ClC(Cl)C>[O:25]=[S:24]1(=[O:26])[CH:20]2[CH2:19][CH2:18][CH2:17][CH:16]1[C:15]1[CH:14]=[C:13]([NH:12][C:4]3[N:3]=[C:2]([NH:27][CH2:28][C:29]4[C:30]([N:35]([CH3:40])[S:36]([CH3:39])(=[O:38])=[O:37])=[N:31][CH:32]=[CH:33][CH:34]=4)[C:7]([C:8]([F:11])([F:10])[F:9])=[CH:6][N:5]=3)[CH:23]=[CH:22][C:21]=12 |f:3.4|. Procedure details: A mixture of C6 (51 mg; 0.126 mmol) and 1:1 (vol:vol) t-BuOH/dichloroethane (500 μL) was added to a mixture of N-(3-Aminomethyl-pyridin-2-yl)-N-methyl-methanesulfonamide (38 mg, 0.139 mmol) and diisopropyl ethylamine (66 μL, 0.378 mmol). The reaction mixture was heated to 85° C. in a sealed vial. After two hours, the hot reaction mixture was loaded directly onto silica under reduced pressure, purified via chromatography (99:1:0.1 CHCl3:CH3OH:NH4OH), and concentrated under reduced pressure to pro... The reactants are OC12CC3CC(CC(C3)C1)C2, CN(C)C=O, O=[N+]([O-])c1ccc(F)c(F)c1, [H-], [H][H], [Na+], O, c1ccccc1. Yields the product O=[N+]([O-])c1ccc(OC23CC4CC(CC(C4)C2)C3)c(F)c1. Reaction SMILES: [C:1]12([OH:11])[CH2:2][CH:3]3[CH2:4][CH:5]([CH2:6][CH:7]([CH2:8]1)[CH2:9]3)[CH2:10]2.[CH3:28][N:29]([CH3:30])[CH:31]=[O:32].[F:16][c:17]1[cH:18][c:19]([N+:24](=[O:25])[O-:26])[cH:20][cH:21][c:22]1[F:23].[H-:13].[H:14][H:15].[Na+:12].[OH2:27].[cH:33]1[cH:34][cH:35][cH:36][cH:37][cH:38]1>>[C:1]12([O:11][c:22]3[c:17]([F:16])[cH:18][c:19]([N+:24](=[O:25])[O-:26])[cH:20][cH:21]3)[CH2:2][CH:3]3[CH2:4][CH:5]([CH2:6][CH:7]([CH2:8]1)[CH2:9]3)[CH2:10]2. Starting materials: C(C)(C)(C)OC(=O)NCCCCNCC1=CC=C(C(=O)OC)C=C1 (Methyl 4-[({4-[(tert-butoxycarbonyl)amino]butyl}amino)methyl]benzoate), C([O-])([O-])=O.[Na+].[Na+] (sodium carbonate). The solvent is O (water), O1CCCC1 (tetrahydrofuran), ClC(=O)OCC1=CC=CC=C1 (benzyl chloroformate), C(C)(=O)OCC (ethyl acetate). Conditions: temperature 0 celsius, time 1 hour. The product is C(C1=CC=CC=C1)OC(=O)N(CCCCNC(=O)OC(C)(C)C)CC1=CC=C(C(=O)OC)C=C1 (Methyl 4-[([(benzyloxy)carbonyl]{4-[(tert-butoxycarbonyl)amino]butyl}amino)methyl]benzoate). Yield: 204.8%. RXN SMILES: [C:1]([O:5][C:6]([NH:8][CH2:9][CH2:10][CH2:11][CH2:12][NH:13][CH2:14][C:15]1[CH:24]=[CH:23][C:18]([C:19]([O:21][CH3:22])=[O:20])=[CH:17][CH:16]=1)=[O:7])([CH3:4])([CH3:3])[CH3:2].[C:25](=[O:28])([O-])[O-:26].[Na+].[Na+]>O.O1CCCC1.ClC(OCC1C=CC=CC=1)=O.C(OCC)(=O)C>[CH2:14]([O:26][C:25]([N:13]([CH2:14][C:15]1[CH:16]=[CH:17][C:18]([C:19]([O:21][CH3:22])=[O:20])=[CH:23][CH:24]=1)[CH2:12][CH2:11][CH2:10][CH2:9][NH:8][C:6]([O:5][C:1]([CH3:4])([CH3:2])[CH3:3])=[O:7])=[O:28])[C:15]1[CH:24]=[CH:23][CH:18]=[CH:17][CH:16]=1 |f:1.2.3|. Procedure: To a solution of the compound 3 (810 mg) and sodium carbonate (383 mg) in water (5 mL) and tetrahydrofuran (2 mL), benzyl chloroformate (413 μl) was added at 0° C. The reaction mixture was stirred at 0° C. for one hour. The reaction mixture was diluted with ethyl acetate. The organic layer was washed with water and saturated brine, dried over anhydrous sodium sulfate and then concentrated. The obtained residue was purified by silica gel column chromatography (hexane:ethyl acetate=4:1→3:1) to obt... Reactants: NCCC1=CC=C(C=C1)CC(=O)OCC (ethyl 4-(2-aminoethyl)-phenylacetate), ClC=1C=CC(=C(C(=O)Cl)C1)OC (5-chloro-2-methoxybenzoyl chloride). Product: ClC=1C=CC(=C(C(=O)NCCC2=CC=C(C=C2)CC(=O)OCC)C1)OC (ethyl 4-[2-(5-chloro-2-methoxybenzamido)-ethyl]-phenylacetate), ClC=1C=CC(=C(C(=O)NCCC2=CC=C(C=C2)CC(=O)O)C1)OC (4-[2-(5-chloro-2-methoxybenzamido)-ethyl]-phenylacetic acid). Reaction SMILES: [NH2:1][CH2:2][CH2:3][C:4]1[CH:9]=[CH:8][C:7]([CH2:10][C:11]([O:13][CH2:14][CH3:15])=[O:12])=[CH:6][CH:5]=1.[Cl:16][C:17]1[CH:18]=[CH:19][C:20]([O:26][CH3:27])=[C:21]([CH:25]=1)[C:22](Cl)=[O:23]>>[Cl:16][C:17]1[CH:18]=[CH:19][C:20]([O:26][CH3:27])=[C:21]([CH:25]=1)[C:22]([NH:1][CH2:2][CH2:3][C:4]1[CH:9]=[CH:8][C:7]([CH2:10][C:11]([O:13][CH2:14][CH3:15])=[O:12])=[CH:6][CH:5]=1)=[O:23].[Cl:16][C:17]1[CH:18]=[CH:19][C:20]([O:26][CH3:27])=[C:21]([CH:25]=1)[C:22]([NH:1][CH2:2][CH2:3][C:4]1[CH:5]=[CH:6][C:7]([CH2:10][C:11]([OH:13])=[O:12])=[CH:8][CH:9]=1)=[O:23]. Procedure: In an analogous mannner, by the reaction of ethyl 4-(2-aminoethyl)-phenylacetate with 5-chloro-2-methoxybenzoyl chloride, there is obtained, via ethyl 4-[2-(5-chloro-2-methoxybenzamido)-ethyl]-phenylacetate (oil), 4-[2-(5-chloro-2-methoxybenzamido)-ethyl]-phenylacetic acid; m.p. 127°-128° C., after recrystallization from 75% acetic acid. Starting materials: ClC=1N=C(C2=C(N1)N(C=C2C#N)S(=O)(=O)C2=CC=C(C)C=C2)NCC2CCN(CC2)C(=O)OC(C)(C)C (tert-butyl 4-((2-chloro-5-cyano-7-tosyl-7H-pyrrolo[2,3-d]pyrimidin-4-ylamino)methyl)piperidine-1-carboxylate), NC1=CC=C(C=C1)N1CCN(CC1)C(C)=O (1-(4-(4-aminophenyl)piperazin-1-yl)ethanone), C[Si](C)(C)Cl (TMSCl). The solvent is C(CCC)O (nBuOH). Run at temperature 135 celsius, time 68 hour. Product: C(C)(=O)N1CCN(CC1)C1=CC=C(C=C1)NC=1N=C(C2=C(N1)NC=C2C#N)NCC2CCNCC2 (2-(4-(4-acetylpiperazin-1-yl)phenylamino)-4-(piperidin-4-ylmethylamino)-7H-pyrrolo[2,3-d]pyrimidine-5-carbonitrile). Yield: 22.7%. Reaction SMILES: Cl[C:2]1[N:3]=[C:4]([NH:23][CH2:24][CH:25]2[CH2:30][CH2:29][N:28](C(OC(C)(C)C)=O)[CH2:27][CH2:26]2)[C:5]2[C:10]([C:11]#[N:12])=[CH:9][N:8](S(C3C=CC(C)=CC=3)(=O)=O)[C:6]=2[N:7]=1.[NH2:38][C:39]1[CH:44]=[CH:43][C:42]([N:45]2[CH2:50][CH2:49][N:48]([C:51](=[O:53])[CH3:52])[CH2:47][CH2:46]2)=[CH:41][CH:40]=1.C[Si](Cl)(C)C>C(O)CCC>[C:51]([N:48]1[CH2:47][CH2:46][N:45]([C:42]2[CH:43]=[CH:44][C:39]([NH:38][C:2]3[N:3]=[C:4]([NH:23][CH2:24][CH:25]4[CH2:26][CH2:27][NH:28][CH2:29][CH2:30]4)[C:5]4[C:10]([C:11]#[N:12])=[CH:9][NH:8][C:6]=4[N:7]=3)=[CH:40][CH:41]=2)[CH2:50][CH2:49]1)(=[O:53])[CH3:52]. Reported procedure: A mixture of tert-butyl 4-((2-chloro-5-cyano-7-tosyl-7H-pyrrolo[2,3-d]pyrimidin-4-ylamino)methyl)piperidine-1-carboxylate (127 mg, 0.233 mmol), 1-(4-(4-aminophenyl)piperazin-1-yl)ethanone (100 mg, 0.456 mmol) and TMSCl (0.200 mL, 1.58 mmol) in nBuOH (5 mL) was stirred at 135° C. for 68 h. It was then concentrated in vacuo. The residue was purified by HPLC to give the titled compound (25 mg). MS 475 (M+H); UV 204.9, 265.1, 297.2 nm. The reactants are C1CCOC1, CO, Cc1ccccc1, C[Si](C)(C)[N-][Si](C)(C)C, COC1CN(Cc2ccc(Cl)nc2)C1, ClCCl, Cl, [Li+], O=C(C=Cc1ccccc1)C=Cc1ccccc1, O=C(C=Cc1ccccc1)C=Cc1ccccc1, O=C(C=Cc1ccccc1)C=Cc1ccccc1, [Pd], [Pd], c1ccc(-c2ccccc2P(C2CCCCC2)C2CCCCC2)cc1. The product is COC1CN(Cc2ccc(N)nc2)C1. RXN SMILES: [CH2:51]1[O:52][CH2:53][CH2:54][CH2:55]1.[CH3:115][OH:116].[CH3:117][c:118]1[cH:119][cH:120][cH:121][cH:122][cH:123]1.[CH3:40][Si:41]([N-:44][Si:42]([CH3:43])([CH3:45])[CH3:46])([CH3:47])[CH3:48].[Cl:1][c:2]1[n:3][cH:4][c:5]([CH2:8][N:9]2[CH2:10][CH:11]([O:13][CH3:14])[CH2:12]2)[cH:6][cH:7]1.[Cl:56][CH2:57][Cl:58].[ClH:50].[Li+:49].[O:61]=[C:62]([CH:63]=[CH:64][c:65]1[cH:66][cH:67][cH:68][cH:69][cH:70]1)[CH:71]=[CH:72][c:73]1[cH:74][cH:75][cH:76][cH:77][cH:78]1.[O:79]=[C:80]([CH:81]=[CH:82][c:83]1[cH:84][cH:85][cH:86][cH:87][cH:88]1)[CH:89]=[CH:90][c:91]1[cH:92][cH:93][cH:94][cH:95][cH:96]1.[O:97]=[C:98]([CH:99]=[CH:100][c:101]1[cH:102][cH:103][cH:104][cH:105][cH:106]1)[CH:107]=[CH:108][c:109]1[cH:110][cH:111][cH:112][cH:113][cH:114]1.[Pd:59].[Pd:60].[c:15]1(-[c:16]2[cH:17][cH:18][cH:19][cH:20][cH:21]2)[cH:22][cH:23][cH:24][cH:25][c:26]1[P:27]([CH:28]1[CH2:29][CH2:30][CH2:31][CH2:32][CH2:33]1)[CH:34]1[CH2:35][CH2:36][CH2:37][CH2:38][CH2:39]1>>[c:2]1([NH2:44])[n:3][cH:4][c:5]([CH2:8][N:9]2[CH2:10][CH:11]([O:13][CH3:14])[CH2:12]2)[cH:6][cH:7]1.